This data is from the Open Reaction Database (ORD), a public repository of structured organic reaction records. The task is: describe an organic reaction: reactants, conditions, products, and yield The product is O=C1Cc2cc(C(=O)c3ccc([N+](=O)[O-])cc3)ccc2N1. The reactants are [Al+3], [Cl-], [Cl-], [Cl-], Cl, O=C(Cl)c1ccc([N+](=O)[O-])cc1, O=C1Cc2ccccc2N1, O. As a reaction SMILES: [Al+3:2].[Cl-:1].[Cl-:3].[Cl-:4].[ClH:27].[N+:5](=[O:6])([O-:7])[c:8]1[cH:9][cH:10][c:11]([C:12](=[O:13])[Cl:14])[cH:15][cH:16]1.[NH:17]1[C:18](=[O:26])[CH2:19][c:20]2[cH:21][cH:22][cH:23][cH:24][c:25]21.[OH2:28]>>[N+:5](=[O:6])([O-:7])[c:8]1[cH:9][cH:10][c:11]([C:12](=[O:13])[c:22]2[cH:21][c:20]3[c:25]([cH:24][cH:23]2)[NH:17][C:18](=[O:26])[CH2:19]3)[cH:15][cH:16]1.